This data is from the Open Reaction Database (ORD), a public repository of structured organic reaction records. The task is: describe an organic reaction: reactants, conditions, products, and yield Reactants: COC(C1=CC(=C(C=C1)OCCCCCCCCCCCCCC)Cl)=O (3-Chloro-4-(tetradecyloxy)benzoic acid methyl ester), [OH-].[K+] (potassium hydroxide). The solvent is CO (methyl alcohol), O (water), C(C)O (ethyl alcohol). Product: ClC=1C=C(C(=O)O)C=CC1OCCCCCCCCCCCCCC (3-Chloro-4-(tetradecyloxy)benzoic acid). The yield is 90.5%. RXN SMILES: C[O:2][C:3](=[O:26])[C:4]1[CH:9]=[CH:8][C:7]([O:10][CH2:11][CH2:12][CH2:13][CH2:14][CH2:15][CH2:16][CH2:17][CH2:18][CH2:19][CH2:20][CH2:21][CH2:22][CH2:23][CH3:24])=[C:6]([Cl:25])[CH:5]=1.[OH-].[K+]>CO.O.C(O)C>[Cl:25][C:6]1[CH:5]=[C:4]([CH:9]=[CH:8][C:7]=1[O:10][CH2:11][CH2:12][CH2:13][CH2:14][CH2:15][CH2:16][CH2:17][CH2:18][CH2:19][CH2:20][CH2:21][CH2:22][CH2:23][CH3:24])[C:3]([OH:26])=[O:2] |f:1.2|. Procedure: The title compound is prepared by the procedure of Example 32 using 125.0 g of product from Example 36 in 1 L of methyl alcohol, 60 ml of water, 400 ml of ethyl alcohol and 54.94 g of potassium hydroxide. The residue is recrystallized from chloroform/hexane to give 109 g of the desired product as white crystals. The reactants are C(=O)(OCC)C1CCN(CC1)C1=CC=CC=C1 (4-Carbethoxy-1-phenylpiperidine), [OH-].[Na+] (sodium hydroxide). The solvent is CO (methanol). Conditions: time 1 hour. The product is C(=O)(O)C1CCN(CC1)C1=CC=CC=C1 (4-Carboxy-1-phenylpiperidine). Reaction SMILES: [C:1]([CH:6]1[CH2:11][CH2:10][N:9]([C:12]2[CH:17]=[CH:16][CH:15]=[CH:14][CH:13]=2)[CH2:8][CH2:7]1)([O:3]CC)=[O:2].[OH-].[Na+]>CO>[C:1]([CH:6]1[CH2:7][CH2:8][N:9]([C:12]2[CH:17]=[CH:16][CH:15]=[CH:14][CH:13]=2)[CH2:10][CH2:11]1)([OH:3])=[O:2] |f:1.2|. Reported procedure: The product from Step C was dissolved in methanol and 5% aqueous sodium hydroxide added. After 1 h, methanol was removed in vacuo, and the residue partitioned between ethyl acetate and 10% aqueous HCl. The organic layer was washed with saturated brine, and dried over MgSO4. Filtration and concentration provided the title compound. Solvent: C(C)O (ethanol). Procedure details: A solution of 2.5 g (+) threo 1-phenoxymethyl-1-(4-benzylpiperidin-1-yl)-2-p-nitrophenyl-2-hydroxy-ethane and 0.5 g of Pd/C 10% in 25 ml of ethanol was hydrogenated at normal pressure at 30° C. After removal of the catalist, the solution was concentrated to small volume affording 1.7 g of (+) threo 1-phenoxymethyl-1-(4-benzylpiperidin-1-yl)-2-p-aminophenyl-2-hydroxy-ethane, m.p. 146-147° C. The reactants are O(C1=CC=CC=C1)CC(C(O)C1=CC=C(C=C1)[N+](=O)[O-])N1CCC(CC1)CC1=CC=CC=C1 (1-phenoxymethyl-1-(4-benzylpiperidin-1-yl)-2-p-nitrophenyl-2-hydroxy-ethane). The product is O(C1=CC=CC=C1)CC(C(O)C1=CC=C(C=C1)N)N1CCC(CC1)CC1=CC=CC=C1 (1-phenoxymethyl-1-(4-benzylpiperidin-1-yl)-2-p-aminophenyl-2-hydroxy-ethane). Reaction SMILES: [O:1]([CH2:8][CH:9]([N:21]1[CH2:26][CH2:25][CH:24]([CH2:27][C:28]2[CH:33]=[CH:32][CH:31]=[CH:30][CH:29]=2)[CH2:23][CH2:22]1)[CH:10]([C:12]1[CH:17]=[CH:16][C:15]([N+:18]([O-])=O)=[CH:14][CH:13]=1)[OH:11])[C:2]1[CH:7]=[CH:6][CH:5]=[CH:4][CH:3]=1>C(O)C.[Pd]>[O:1]([CH2:8][CH:9]([N:21]1[CH2:26][CH2:25][CH:24]([CH2:27][C:28]2[CH:33]=[CH:32][CH:31]=[CH:30][CH:29]=2)[CH2:23][CH2:22]1)[CH:10]([C:12]1[CH:17]=[CH:16][C:15]([NH2:18])=[CH:14][CH:13]=1)[OH:11])[C:2]1[CH:3]=[CH:4][CH:5]=[CH:6][CH:7]=1. The reagents and catalysts are [Pd] (Pd/C).